The task is: describe an organic reaction: reactants, conditions, products, and yield. This data is from the Open Reaction Database (ORD), a public repository of structured organic reaction records. The reactants are CCC(C)(C)c1ccc(S(=O)(=O)N2CCSC2C(=O)O)cc1, NC(CCO)c1ccccc1. Yields the product CCC(C)(C)c1ccc(S(=O)(=O)N2CCSC2C(=O)NC(CCO)c2ccccc2)cc1. RXN SMILES: [C:1]([CH3:2])([CH3:3])([CH2:4][CH3:5])[c:6]1[cH:7][cH:8][c:9]([S:12](=[O:13])(=[O:14])[N:15]2[CH:16]([C:20](=[O:21])[OH:22])[S:17][CH2:18][CH2:19]2)[cH:10][cH:11]1.[NH2:23][CH:24]([CH2:25][CH2:26][OH:27])[c:28]1[cH:29][cH:30][cH:31][cH:32][cH:33]1>>[C:1]([CH3:2])([CH3:3])([CH2:4][CH3:5])[c:6]1[cH:7][cH:8][c:9]([S:12](=[O:13])(=[O:14])[N:15]2[CH:16]([C:20](=[O:22])[NH:23][CH:24]([CH2:25][CH2:26][OH:27])[c:28]3[cH:29][cH:30][cH:31][cH:32][cH:33]3)[S:17][CH2:18][CH2:19]2)[cH:10][cH:11]1. The reactants are Br[Zn]CCCC(=O)OCC (Bromo[4-(ethyloxy)-4-oxobutyl]zinc), BrC1=NC=CC=2C(=CC=CC12)C#N (1-Bromo-5-isoquinolinecarbonitrile). The reagents and catalysts are C=1C=CC(=CC1)[P](C=2C=CC=CC2)(C=3C=CC=CC3)[Pd]([P](C=4C=CC=CC4)(C=5C=CC=CC5)C=6C=CC=CC6)([P](C=7C=CC=CC7)(C=8C=CC=CC8)C=9C=CC=CC9)[P](C=1C=CC=CC1)(C=1C=CC=CC1)C=1C=CC=CC1 (tetrakis(triphenylphosphine)palladium(0)). Solvent: C1CCOC1 (THF). The product is C(#N)C1=C2C=CN=C(C2=CC=C1)CCCC(=O)OCC (Ethyl 4-(5-cyano-1-isoquinolinyl)butanoate). As a reaction SMILES: Br[Zn][CH2:3][CH2:4][CH2:5][C:6]([O:8][CH2:9][CH3:10])=[O:7].Br[C:12]1[C:21]2[CH:20]=[CH:19][CH:18]=[C:17]([C:22]#[N:23])[C:16]=2[CH:15]=[CH:14][N:13]=1>C1COCC1.C1C=CC([P]([Pd]([P](C2C=CC=CC=2)(C2C=CC=CC=2)C2C=CC=CC=2)([P](C2C=CC=CC=2)(C2C=CC=CC=2)C2C=CC=CC=2)[P](C2C=CC=CC=2)(C2C=CC=CC=2)C2C=CC=CC=2)(C2C=CC=CC=2)C2C=CC=CC=2)=CC=1>[C:22]([C:17]1[CH:18]=[CH:19][CH:20]=[C:21]2[C:16]=1[CH:15]=[CH:14][N:13]=[C:12]2[CH2:3][CH2:4][CH2:5][C:6]([O:8][CH2:9][CH3:10])=[O:7])#[N:23] |^1:32,34,53,72|. Procedure details: Bromo[4-(ethyloxy)-4-oxobutyl]zinc (0.5 M in THF, 26 ml) was added dropwise to a solution of 1-bromo-5-isoquinolinecarbonitrile (D38; 1 g) and tetrakis(triphenylphosphine)palladium(0) (20 mg) in THF (5 ml). The resulting solution was heated to reflux for 3 hours. The solvent was evaporated in vacuo and the residue was dissolved in DCM (50 ml). The organic solution was washed with 0.5 M aq. NaOH (15 ml), followed by washing with water and brine. The organic phase was dried over anhydrous sodium s... The reactants are CN1C=NC=C1 (N-methylimidazole), C(C)#N (acetonitrile), ClC(=O)OCC (Ethyl chloroformate). Solvent: C(C)N(CC)CC (triethylamine). Conditions: temperature -20 celsius. The product is CN1C(=NC=C1)C(=O)OCC (Ethyl 1-methylimidazole-2-carboxylate). Yield: 59.9%. RXN SMILES: [CH3:1][N:2]1[CH:6]=[CH:5][N:4]=[CH:3]1.C(#N)C.Cl[C:11]([O:13][CH2:14][CH3:15])=[O:12]>C(N(CC)CC)C>[CH3:1][N:2]1[CH:6]=[CH:5][N:4]=[C:3]1[C:11]([O:13][CH2:14][CH3:15])=[O:12]. Procedure: N-methylimidazole (320 g, 3.9 mol) was combined with 2 L acetonitrile and 1 L triethylamine in a 12 L flask equipped with a mechanical stirrer and the solution cooled to −20° C. Ethyl chloroformate (1000 g, 9.2 mol) was added with stirring, keeping the temperature between −20° C. and −25° C. The reaction was allowed to slowly warm to room temperature and stir for 36 h. Precipitated triethylamine hydrochloride was removed by filtration and the solution concentrated in vacuo at 65° C. The resultin... Product: C(C1=CC=CC=C1)OCCOC1=CC(=NC=C1)Cl (4-(2-benzyloxy-ethoxy)-2-chloro-pyridine). Reaction conditions: time 15 minute. Procedure details: Sodium hydride (50% in mineral oil; 0.54 g, 11.35 mmol) was added portionwise to a solution of 2-benzyloxylethanol (1.72 g, 11.4 mmol) in THF (15 mL) at r.t. under nitrogen. After 15 min. 2-chloro-4-nitro-pyridine (1.20 g, 7.57 mmol) was added and the reaction mixture stirred at r.t. overnight. The reaction mixture was quenched by slowly pouring onto ice and concentrated to remove the organic solvent. The residue was diluted with water and extracted with ethyl acetate. The organic phase was wash... The reactants are [H-].[Na+] (Sodium hydride), C(C1=CC=CC=C1)OCCO (2-benzyloxylethanol), ClC1=NC=CC(=C1)[N+](=O)[O-] (2-chloro-4-nitro-pyridine). Yield: 95.7%. As a reaction SMILES: [H-].[Na+].[CH2:3]([O:10][CH2:11][CH2:12][OH:13])[C:4]1[CH:9]=[CH:8][CH:7]=[CH:6][CH:5]=1.[Cl:14][C:15]1[CH:20]=[C:19]([N+]([O-])=O)[CH:18]=[CH:17][N:16]=1>C1COCC1>[CH2:3]([O:10][CH2:11][CH2:12][O:13][C:19]1[CH:18]=[CH:17][N:16]=[C:15]([Cl:14])[CH:20]=1)[C:4]1[CH:9]=[CH:8][CH:7]=[CH:6][CH:5]=1 |f:0.1|. Solvent: C1CCOC1 (THF). The reactants are NC=1C(=NC(=C(N1)C1=CC=C(C=C1)C)C1=CC=C(C=C1)C)C#CCCCCC(=O)O (7-(3-Amino-5,6-di-p-tolylpyrazin-2-yl)hept-6-ynoic acid), CC(C)([O-])C.[K+] (potassium tert-butoxide), O (water). Solvent: C(C)(C)(C)O (tert-BuOH). Yields the product C1(=CC=C(C=C1)C=1N=C2C(=NC1C1=CC=C(C=C1)C)NC(=C2)CCCCC(=O)O)C (5-(2,3-Di-p-tolyl-5H-pyrrolo[2,3-b]pyrazin-6-yl)pentanoic acid). Reaction SMILES: [NH2:1][C:2]1[C:3]([C:22]#[C:23][CH2:24][CH2:25][CH2:26][CH2:27][C:28]([OH:30])=[O:29])=[N:4][C:5]([C:15]2[CH:20]=[CH:19][C:18]([CH3:21])=[CH:17][CH:16]=2)=[C:6]([C:8]2[CH:13]=[CH:12][C:11]([CH3:14])=[CH:10][CH:9]=2)[N:7]=1.CC(C)([O-])C.[K+].O>C(O)(C)(C)C>[C:18]1([CH3:21])[CH:19]=[CH:20][C:15]([C:5]2[N:4]=[C:3]3[CH:22]=[C:23]([CH2:24][CH2:25][CH2:26][CH2:27][C:28]([OH:30])=[O:29])[NH:1][C:2]3=[N:7][C:6]=2[C:8]2[CH:13]=[CH:12][C:11]([CH3:14])=[CH:10][CH:9]=2)=[CH:16][CH:17]=1 |f:1.2|. Procedure details: 7-(3-Amino-5,6-di-p-tolylpyrazin-2-yl)hept-6-ynoic acid (step 1) (137 mg, 0.343 mmol) in tert-BuOH (3 ml) was treated with potassium tert-butoxide (154 mg, 1.372 mmol) and stirred at reflux for 3 hours. The mixture was added to water (50 ml) and extracted with DCM (×3). The organic solvent was removed under reduced pressure and the crude material was dissolved in EtOH (minimal) and excess of water was added. The resulting suspension was sonicated and filtered, rinsing the filter cake with water ... Starting materials: NC=1C=C2CC(NC(C2=CC1)=O)=O (6-Amino-4H-isoquinoline-1,3-dione), COC1OC(CC1)OC (2,5-dimethoxytetrahydrofuran), [BH4-].[Na+] (sodium borohydride). Run in FC(C(=O)O)(F)F (trifluoroacetic acid). Run at time 5 minute. Product: N1(CCCC1)C=1C=C2CC(NC(C2=CC1)=O)=O (6-Pyrrolidin-1-yl-4H-isoquinoline-1,3-dione). The yield is 84.7%. As a reaction SMILES: [NH2:1][C:2]1[CH:3]=[C:4]2[C:9](=[CH:10][CH:11]=1)[C:8](=[O:12])[NH:7][C:6](=[O:13])[CH2:5]2.CO[CH:16]1[CH2:20][CH2:19][CH:18](OC)O1.[BH4-].[Na+]>FC(F)(F)C(O)=O>[N:1]1([C:2]2[CH:3]=[C:4]3[C:9](=[CH:10][CH:11]=2)[C:8](=[O:12])[NH:7][C:6](=[O:13])[CH2:5]3)[CH2:16][CH2:20][CH2:19][CH2:18]1 |f:2.3|. Procedure: To a solution of 6-Amino-4H-isoquinoline-1,3-dione (17.6 mg, 0.1 mmol) in trifluoroacetic acid (250 μL) is added 2,5-dimethoxytetrahydrofuran (15 μL, 0.11 mmol). The reaction mixture is shaken for 5 minutes at ambient temperature, followed by addition of sodium borohydride (9 mg, 0.22 mmol). After shaking at ambient temperature for 15 minutes, gas evolution had ceased and the reaction mixture is quenched with saturated bicarbonate solution. Upon quenching, a precipitate formed. The precipitate i... Reactants: C(C)(C)(C)C1=CC(=C(C=N1)C=1N([C@]([C@](N1)(C)C1=CC=C(C=C1)Cl)(C)C1=CC=C(C=C1)Cl)C(=O)N1C[C@@H]2C([C@@H]2C1)C(=O)O)OCC ((1S,5R)-3-[(4S,5R)-2-(6-tert-butyl-4-ethoxy-pyridin-3-yl)-4,5-bis-(4-chloro-phenyl)-4,5-dimethyl-4,5-dihydro-imidazole-1-carbonyl]-3-aza-bicyclo[3.1.0]hexane-6-carboxylic acid), ethyl ester, CO[C@H]1CNCC1 ((R)-3-methoxy-pyrrolidine). Yields the product C(C)(C)(C)C1=CC(=C(C=N1)C=1N([C@]([C@](N1)(C)C1=CC=C(C=C1)Cl)(C)C1=CC=C(C=C1)Cl)C(=O)N1C[C@@H]2C([C@@H]2C1)C(=O)N1C[C@@H](CC1)OC)OCC ([(4S,5R)-2-(6-tert-Butyl-4-ethoxy-pyridin-3-yl)-4,5-bis-(4-chloro-phenyl)-4,5-dimethyl-4,5-dihydro-imidazol-1-yl]-[(1S,5R)-6-((R)-3-methoxy-pyrrolidine-1-carbonyl)-3-aza-bicyclo[3.1.0]hex-3-yl]-methanone). Reaction SMILES: [C:1]([C:5]1[N:10]=[CH:9][C:8]([C:11]2[N:12]([C:32]([N:34]3[CH2:39][C@@H:38]4[C@@H:36]([CH:37]4[C:40](O)=[O:41])[CH2:35]3)=[O:33])[C@@:13]([C:25]3[CH:30]=[CH:29][C:28]([Cl:31])=[CH:27][CH:26]=3)([CH3:24])[C@@:14]([C:17]3[CH:22]=[CH:21][C:20]([Cl:23])=[CH:19][CH:18]=3)([CH3:16])[N:15]=2)=[C:7]([O:43][CH2:44][CH3:45])[CH:6]=1)([CH3:4])([CH3:3])[CH3:2].[CH3:46][O:47][C@@H:48]1[CH2:52][CH2:51][NH:50][CH2:49]1>>[C:1]([C:5]1[N:10]=[CH:9][C:8]([C:11]2[N:12]([C:32]([N:34]3[CH2:39][C@@H:38]4[C@@H:36]([CH:37]4[C:40]([N:50]4[CH2:51][CH2:52][C@@H:48]([O:47][CH3:46])[CH2:49]4)=[O:41])[CH2:35]3)=[O:33])[C@@:13]([C:25]3[CH:26]=[CH:27][C:28]([Cl:31])=[CH:29][CH:30]=3)([CH3:24])[C@@:14]([C:17]3[CH:18]=[CH:19][C:20]([Cl:23])=[CH:21][CH:22]=3)([CH3:16])[N:15]=2)=[C:7]([O:43][CH2:44][CH3:45])[CH:6]=1)([CH3:4])([CH3:2])[CH3:3]. Procedure details: In a manner analogous to the method described in examples 99, (1S,5R)-3-[(4S,5R)-2-(6-tert-butyl-4-ethoxy-pyridin-3-yl)-4,5-bis-(4-chloro-phenyl)-4,5-dimethyl-4,5-dihydro-imidazole-1-carbonyl]-3-aza-bicyclo[3.1.0]hexane-6-carboxylic acid (prepared from the ethyl ester, example 135) was coupled with (R)-3-methoxy-pyrrolidine (Aldrich) to give the title compound. HR-MS (ES, m/z) calculated for C40H48Cl2N5O4 [(M+H)+] 708.3078, observed 708.3078. Starting materials: C(C1=CC=CC=C1)[C@@H]([C@H](C[C@@H](C)C(NCCC(C)(C)C)=O)O)NC(C1=CC(=CC(=C1)C1=CC=CC=C1)N1C(CCC1)=O)=O (N-[(1S,2S,4R)-1-Benzyl-4-(3,3-dimethylbutylcarbamoyl)-2-hydroxypentyl]-3-(2-oxopyrrolidin-1-yl)-5-phenylbenzamide), O=C1N(CCC1)C=1C=C(C(=O)O)C=C(C1)N1C(CCC1)=O (3,5-Bis-(2-oxopyrrolidin-1-yl)benzoic acid), C12C(CC(CC1)C2)NC([C@@H](C[C@@H]([C@H](CC2=CC=CC=C2)N)O)CCC(C)C)=O ((2R,4S,5S)-5-Amino-4-hydroxy-2-(3-methyl-butyl)-6-phenyl-hexanoic acid bicyclo[2.2.1]hept-2-ylamide). The product is C(C1=CC=CC=C1)[C@@H]([C@H](C[C@@H](CCC(C)C)C(NC1C2CCC(C1)C2)=O)O)NC(C2=CC(=CC(=C2)N2C(CCC2)=O)N2C(CCC2)=O)=O (N-[(1S,2S,4R)-1-Benzyl-4-(bicyclo[2.2.1]hept-2-ylcarbamoyl)-2-hydroxy-7-methyloctyl]-3,5-bis-(2-oxo-pyrrolidin-1-yl)benzamide). As a reaction SMILES: C([C@H](NC(=O)C1C=C(C2C=CC=CC=2)C=C(N2CCCC2=O)C=1)[C@@H](O)C[C@H](C(=O)NCCC(C)(C)C)C)C1C=CC=CC=1.[O:44]=[C:45]1[CH2:49][CH2:48][CH2:47][N:46]1[C:50]1[CH:51]=[C:52]([CH:56]=[C:57]([N:59]2[CH2:63][CH2:62][CH2:61][C:60]2=[O:64])[CH:58]=1)[C:53](O)=[O:54].[CH:65]12[CH2:71][CH:68]([CH2:69][CH2:70]1)[CH2:67][CH:66]2[NH:72][C:73](=[O:92])[C@H:74]([CH2:87][CH2:88][CH:89]([CH3:91])[CH3:90])[CH2:75][C@H:76]([OH:86])[C@@H:77]([NH2:85])[CH2:78][C:79]1[CH:84]=[CH:83][CH:82]=[CH:81][CH:80]=1>>[CH2:78]([C@H:77]([NH:85][C:53](=[O:54])[C:52]1[CH:51]=[C:50]([N:46]2[CH2:47][CH2:48][CH2:49][C:45]2=[O:44])[CH:58]=[C:57]([N:59]2[CH2:63][CH2:62][CH2:61][C:60]2=[O:64])[CH:56]=1)[C@@H:76]([OH:86])[CH2:75][C@H:74]([C:73](=[O:92])[NH:72][CH:66]1[CH2:67][CH:68]2[CH2:71][CH:65]1[CH2:70][CH2:69]2)[CH2:87][CH2:88][CH:89]([CH3:91])[CH3:90])[C:79]1[CH:84]=[CH:83][CH:82]=[CH:81][CH:80]=1. Procedure details: Prepared in an analogous manner to E6 from 3,5-bis-(2-oxopyrrolidin-1-yl)benzoic acid (D8) and (2R,4S,5S)-5-amino-4-hydroxy-2-(3-methyl-butyl)-6-phenyl-hexanoic acid bicyclo[2.2.1]hept-2-ylamide (D33).